From a dataset of the Open Reaction Database (ORD), a public repository of structured organic reaction records. describe an organic reaction: reactants, conditions, products, and yield Reactants: C(OC(Cl)(Cl)Cl)(OC(Cl)(Cl)Cl)=O (bis(trichloromethyl) carbonate), Cl.Cl.CSCCN1CCC(CC1)N (1-(2-methylsulfanyl-ethyl)-piperidin-4-ylamine dihydrochloride), COC=1C=CC=C2CCC(C12)NC1=NC2=CC=C(C=C2C=C1)N (rac-N2-(7-methoxy-indan-1-yl)-quinoline-2,6-diamine). Yields the product COC=1C=CC=C2CCC(C12)NC1=NC2=CC=C(C=C2C=C1)NC(=O)NC1CCN(CC1)CCSC (rac-1-[2-(7-Methoxy-indan-1-ylamino)-quinolin-6-yl]-3-[1-(2-methylsulfanyl-ethyl)-piperidin-4-yl]-urea). RXN SMILES: [C:1](=O)(OC(Cl)(Cl)Cl)[O:2]C(Cl)(Cl)Cl.Cl.Cl.[CH3:15][S:16][CH2:17][CH2:18][N:19]1[CH2:24][CH2:23][CH:22]([NH2:25])[CH2:21][CH2:20]1.[CH3:26][O:27][C:28]1[CH:29]=[CH:30][CH:31]=[C:32]2[C:36]=1[CH:35]([NH:37][C:38]1[CH:47]=[CH:46][C:45]3[C:40](=[CH:41][CH:42]=[C:43]([NH2:48])[CH:44]=3)[N:39]=1)[CH2:34][CH2:33]2>>[CH3:26][O:27][C:28]1[CH:29]=[CH:30][CH:31]=[C:32]2[C:36]=1[CH:35]([NH:37][C:38]1[CH:47]=[CH:46][C:45]3[C:40](=[CH:41][CH:42]=[C:43]([NH:48][C:1]([NH:25][CH:22]4[CH2:21][CH2:20][N:19]([CH2:18][CH2:17][S:16][CH3:15])[CH2:24][CH2:23]4)=[O:2])[CH:44]=3)[N:39]=1)[CH2:34][CH2:33]2 |f:1.2.3|. Procedure: The title compound was prepared in accordance with the general method 4 described in example 16 from bis(trichloromethyl) carbonate, 1-(2-methylsulfanyl-ethyl)-piperidin-4-ylamine dihydrochloride and rac-N2-(7-methoxy-indan-1-yl)-quinoline-2,6-diamine (Example 172); MS: m/e=506.8 (M+H+). Reactants: BrC1=C(SC(=C1)C1=CC=CC=C1)C(C(=O)OCC)OC(C)(C)C (ethyl 2-(3-bromo-5-phenylthiophen-2-yl)-2-(tert-butoxy)acetate), CC1(OB(OC1(C)C)C=1C=C2CCCOC2=CC1)C (6-(4,4,5,5-tetramethyl-1,3,2-dioxaborolan-2-yl)chroman), C([O-])([O-])=O.[Na+].[Na+] (sodium carbonate), C(C)O (ethanol). Reagents/catalysts: C1(=CC=CC=C1)P(C1=CC=CC=C1)C1=CC=CC=C1.C1(=CC=CC=C1)P(C1=CC=CC=C1)C1=CC=CC=C1.C1(=CC=CC=C1)P(C1=CC=CC=C1)C1=CC=CC=C1.C1(=CC=CC=C1)P(C1=CC=CC=C1)C1=CC=CC=C1.[Pd] (Palladium tetrakis(triphenylphosphine)). The solvent is C1(=CC=CC=C1)C (toluene), O (water), O (water). Run at temperature 95 celsius. Product: C(C)(C)(C)OC(C(=O)OCC)C=1SC(=CC1C=1C=CC2=C(CCCO2)C1)C1=CC=CC=C1 (ethyl 2-(tert-butoxy)-2-[3-(3,4-dihydro-2H-1-benzopyran-6-yl)-5-phenylthiophen-2-yl]acetate). The yield is 81.8%. As a reaction SMILES: Br[C:2]1[CH:6]=[C:5]([C:7]2[CH:12]=[CH:11][CH:10]=[CH:9][CH:8]=2)[S:4][C:3]=1[CH:13]([O:19][C:20]([CH3:23])([CH3:22])[CH3:21])[C:14]([O:16][CH2:17][CH3:18])=[O:15].CC1(C)C(C)(C)OB([C:32]2[CH:33]=[C:34]3[C:39](=[CH:40][CH:41]=2)[O:38][CH2:37][CH2:36][CH2:35]3)O1.C(=O)([O-])[O-].[Na+].[Na+].C(O)C>C1(C)C=CC=CC=1.C1(P(C2C=CC=CC=2)C2C=CC=CC=2)C=CC=CC=1.C1(P(C2C=CC=CC=2)C2C=CC=CC=2)C=CC=CC=1.C1(P(C2C=CC=CC=2)C2C=CC=CC=2)C=CC=CC=1.C1(P(C2C=CC=CC=2)C2C=CC=CC=2)C=CC=CC=1.[Pd].O>[C:20]([O:19][CH:13]([C:3]1[S:4][C:5]([C:7]2[CH:12]=[CH:11][CH:10]=[CH:9][CH:8]=2)=[CH:6][C:2]=1[C:32]1[CH:41]=[CH:40][C:39]2[O:38][CH2:37][CH2:36][CH2:35][C:34]=2[CH:33]=1)[C:14]([O:16][CH2:17][CH3:18])=[O:15])([CH3:23])([CH3:22])[CH3:21] |f:2.3.4,7.8.9.10.11|. Reported procedure: A solution of ethyl 2-(3-bromo-5-phenylthiophen-2-yl)-2-(tert-butoxy)acetate (10d) (86 mg, 0.22 mmol), 6-(4,4,5,5-tetramethyl-1,3,2-dioxaborolan-2-yl)chroman (101 mg, 0.39 mmol) and sodium carbonate (92 mg, 0.87 mmol) in a mixture of toluene (1.26 mL), ethanol (0.6 mL) and water (0.5 mL) was bubbled with nitrogen for 5 minutes. Palladium tetrakis(triphenylphosphine) (12 mg, 0.01 mmol) was added and the reaction mixture was heated at 95° C. overnight. After cooling to room temperature, water (2 m... Reactants: Cc1ccc(S(=O)(=O)n2ccc3c2nc(Cl)n2c(=O)c4c(F)cccc4nc32)cc1, CN(C)CC(=O)N1CCc2cc(Cl)c(N)cc21, Cl, C1CCOC1. The product is Cc1ccc(S(=O)(=O)n2ccc3c2nc(Nc2cc4c(cc2Cl)CCN4C(=O)CN(C)C)n2c(=O)c4c(F)cccc4nc32)cc1. RXN SMILES: [Cl:2][c:3]1[n:4][c:5]2[c:6]([c:7]3[n:8][c:9]4[cH:10][cH:11][cH:12][c:13]([F:18])[c:14]4[c:15](=[O:17])[n:16]13)[cH:19][cH:20][n:21]2[S:22](=[O:23])(=[O:24])[c:25]1[cH:26][cH:27][c:28]([CH3:31])[cH:29][cH:30]1.[Cl:32][c:33]1[cH:34][c:35]2[c:39]([cH:40][c:41]1[NH2:42])[N:38]([C:43]([CH2:44][N:45]([CH3:46])[CH3:47])=[O:48])[CH2:37][CH2:36]2.[ClH:1].[O:49]1[CH2:50][CH2:51][CH2:52][CH2:53]1>>[c:3]1([NH:42][c:41]2[c:33]([Cl:32])[cH:34][c:35]3[c:39]([cH:40]2)[N:38]([C:43]([CH2:44][N:45]([CH3:46])[CH3:47])=[O:48])[CH2:37][CH2:36]3)[n:4][c:5]2[c:6]([c:7]3[n:8][c:9]4[cH:10][cH:11][cH:12][c:13]([F:18])[c:14]4[c:15](=[O:17])[n:16]13)[cH:19][cH:20][n:21]2[S:22](=[O:23])(=[O:24])[c:25]1[cH:26][cH:27][c:28]([CH3:31])[cH:29][cH:30]1. Starting materials: COc1cc(CC(=O)O)cc(OC)c1OC, CN(C)C=O, ClCCl, O=C(Cl)C(=O)Cl. The product is COc1cc(CC(=O)Cl)cc(OC)c1OC. RXN SMILES: [CH3:1][O:2][c:3]1[cH:4][c:5]([CH2:13][C:14](=[O:15])[OH:16])[cH:6][c:7]([O:11][CH3:12])[c:8]1[O:9][CH3:10].[CH3:26][N:27]([CH3:28])[CH:29]=[O:30].[Cl:17][CH2:18][Cl:19].[Cl:20][C:21]([C:22]([Cl:23])=[O:24])=[O:25]>>[CH3:1][O:2][c:3]1[cH:4][c:5]([CH2:13][C:14](=[O:16])[Cl:17])[cH:6][c:7]([O:11][CH3:12])[c:8]1[O:9][CH3:10].